Dataset: the Open Reaction Database (ORD), a public repository of structured organic reaction records. Task: describe an organic reaction: reactants, conditions, products, and yield Starting materials: ClC=1C=C(N)C=CC1 (3-chloroaniline), FC1=CC(=C(C=O)C=C1F)[N+](=O)[O-] (4,5-difluoro-2-nitro-benzaldehyde), [O-]S(=O)(=O)[O-].[Na+].[Na+] (Na2SO4), [In] (indium), II (iodine). The product is ClC=1C=C(C=CC1)NC=1N(N=C2C=C(C(=CC12)F)F)C1=CC(=CC=C1)Cl ((3-Chloro-phenyl)-[2-(3-chloro-phenyl)-5,6-difluoro-2H-indazol-3-yl]-amine). As a reaction SMILES: [Cl:1][C:2]1[CH:3]=[C:4]([CH:6]=[CH:7][CH:8]=1)[NH2:5].[F:9][C:10]1[C:17]([F:18])=[CH:16][C:13]([CH:14]=O)=[C:12]([N+:19]([O-])=O)[CH:11]=1.[O-]S([O-])(=O)=O.[Na+].[Na+].[In].II>>[Cl:1][C:2]1[CH:3]=[C:4]([NH:5][C:14]2[N:5]([C:4]3[CH:6]=[CH:7][CH:8]=[C:2]([Cl:1])[CH:3]=3)[N:19]=[C:12]3[C:13]=2[CH:16]=[C:17]([F:18])[C:10]([F:9])=[CH:11]3)[CH:6]=[CH:7][CH:8]=1 |f:2.3.4|. Procedure: In analogy to the procedure described in example 35.1, 3-chloroaniline was reacted with 4,5-difluoro-2-nitro-benzaldehyde (Daubie, Christophe; Legrand, Jean Jacques; Pemberton, Clive. Eur. Pat. Appl. (1993), EP 538 100 A1) in the presence of Na2SO4, indium and iodine to give the title compound as brown solid. MS: m/e=388.0 [M−H−]. Reaction SMILES: Br[C:2]1[CH:3]=[C:4]2[C:8]3=[C:9]([S:11](=[O:15])(=[O:14])[CH2:12][CH2:13][N:7]3[C@H:6]3[CH2:16][CH2:17][N:18]([C:20]([O:22][C:23]([CH3:26])([CH3:25])[CH3:24])=[O:21])[CH2:19][C@@H:5]23)[CH:10]=1.[F:27][C:28]([F:41])([F:40])[C:29]1[CH:34]=[C:33]([O:35][CH3:36])[CH:32]=[CH:31][C:30]=1B(O)O>>[CH3:36][O:35][C:33]1[CH:32]=[CH:31][C:30]([C:2]2[CH:3]=[C:4]3[C:8]4=[C:9]([S:11](=[O:15])(=[O:14])[CH2:12][CH2:13][N:7]4[C@H:6]4[CH2:16][CH2:17][N:18]([C:20]([O:22][C:23]([CH3:25])([CH3:26])[CH3:24])=[O:21])[CH2:19][C@@H:5]34)[CH:10]=2)=[C:29]([C:28]([F:27])([F:40])[F:41])[CH:34]=1. Reactants: BrC=1C=C2[C@H]3[C@@H](N4C2=C(C1)S(CC4)(=O)=O)CCN(C3)C(=O)OC(C)(C)C (tert-butyl(6bR,10aS)-5-bromo-1,2,6b,9,10,10a-hexahydropyrido[4,3-b][1,4]thiazino[2,3,4-hi]indole-8(7H)-carboxylate 3,3-dioxide), FC(C1=C(C=CC(=C1)OC)B(O)O)(F)F (2-trifluoromethyl-4-methoxyphenyl boronic acid). The product is COC1=CC(=C(C=C1)C=1C=C2[C@H]3[C@@H](N4C2=C(C1)S(CC4)(=O)=O)CCN(C3)C(=O)OC(C)(C)C)C(F)(F)F (tert-butyl(6bR,10aS)-5-[4-methoxy-2-(trifluoromethyl)phenyl]-1,2,6b,9,10,10a-hexahydropyrido[4,3-b][1,4]thiazino[2,3,4-hi]indole-8(7H)-carboxylate 3,3-dioxide). Procedure details: The bromo-indoline (0.6 mmol), boronic acid (0.8 mmol) and barium hydroxide (1 mmol) were stirred into a solution of water (4 mL) and DME (8 mL), then heated at 60° C. while bubbling through a stream of Argon gas for 20 min. The reaction mixture was then cooled to room temperature and Pd(PPh3)2Cl2 (0.03 mmol) and PPh3 (0.09 mmol) were quickly added and refluxing resumed for 4 hours. When the reaction was completed as shown by TLC, ethyl acetate (10 mL) was added and the mixture was filtered thro... Isolated yield 74.2%. Starting materials: NC=1SC(=C(N1)C)C(=O)OCC (Ethyl 2-amino-4-methylthiazole-5-carboxylate), P(O)(O)(O)=O (phosphoric acid), [N+](=O)(O)[O-] (nitric acid), cuprous bromide, Br (hydrobromic acid), N(=O)[O-].[Na+] (sodium nitrite). The solvent is O (water), O (water). Reaction conditions: temperature 0 celsius, time 15 minute. The product is BrC=1SC(=C(N1)C)C(=O)OCC (Ethyl 2-Bromo-4-methylthiazole-5-carboxylate). Isolated yield 71.0%. Reaction SMILES: N[C:2]1[S:3][C:4]([C:8]([O:10][CH2:11][CH3:12])=[O:9])=[C:5]([CH3:7])[N:6]=1.P(=O)(O)(O)O.[N+]([O-])(O)=O.N([O-])=O.[Na+].[BrH:26]>O>[Br:26][C:2]1[S:3][C:4]([C:8]([O:10][CH2:11][CH3:12])=[O:9])=[C:5]([CH3:7])[N:6]=1 |f:3.4|. Reported procedure: Ethyl 2-amino-4-methylthiazole-5-carboxylate (1.20 g, 6.44 mmoles) was added to a solution of 85% phosphoric acid (18 mL) and 70% nitric acid (9 mL) at 0° C. Aqueous sodium nitrite(1.38 g (20 mmol) in water (9 mL) was immediately added dropwise over 20 minutes. After stirring at 0° C. for 15 minutes, cuprous bromide (930 mg, 6.44 mmoles) in hydrobromic acid (9 mL) was added. After stirring for 10 minutes, water (30 mL) was added. The mixture was filtered and the crude solid purified via silica g... Run in C(C)(=O)O (acetic acid). The reactants are CN1C=2C=CC=CC2C(C2=CC=CC=C12)C1CCN(CC1)C(=O)OCC(Cl)(Cl)Cl (4-(9,10-DIHYDRO-10-METHYL-9-ACRIDINYL)-1-(2,2,2-TRICHLOROETHYLOXYCARBONYL)PIPERIDINE). Reported procedure: Zinc dust (1.3 g, 20 mmol) is added to a solution of the crude product from step A in 20 mL glacial acetic acid maintained at 85° C. The reaction mixture is filtered after 30 minutes and concentrated in vacuo. The residue is then diluted with water, basified with a 1.0N aqueous NaOH solution, and extracted with CH2Cl2. The extract is dried with Na2SO4, filtered and concentrated in vacuo. The residue is then purified via flash chromatography (MeOH/CH2Cl2) to provide the title compound. Conditions: temperature 85 celsius. Reagents/catalysts: [Zn] (Zinc). RXN SMILES: [CH3:1][N:2]1[C:15]2[C:10](=[CH:11][CH:12]=[CH:13][CH:14]=2)[CH:9]([CH:16]2[CH2:21][CH2:20][N:19](C(OCC(Cl)(Cl)Cl)=O)[CH2:18][CH2:17]2)[C:8]2[CH:7]=[CH:6][CH:5]=[CH:4][C:3]1=2>C(O)(=O)C.[Zn]>[CH3:1][N:2]1[C:15]2[C:10](=[CH:11][CH:12]=[CH:13][CH:14]=2)[CH:9]([CH:16]2[CH2:21][CH2:20][NH:19][CH2:18][CH2:17]2)[C:8]2[CH:7]=[CH:6][CH:5]=[CH:4][C:3]1=2. The product is CN1C=2C=CC=CC2C(C2=CC=CC=C12)C1CCNCC1 (9,10-DIHYDRO-10-METHYL-9-(4-PIPERIDINYL)ACRIDINE). The reactants are ClC1=CC(=C(C#N)C=C1)I (4-chloro-2-iodobenzonitrile), NN (hydrazine). Solvent: C(C)O (ethanol). Reaction conditions: time 24 hour. Yields the product NC1=NNC2=CC(=CC=C12)Cl (3-amino-6-chloroindazole). Reaction SMILES: [Cl:1][C:2]1[CH:9]=[CH:8][C:5]([C:6]#[N:7])=[C:4](I)[CH:3]=1.[NH2:11][NH2:12]>C(O)C>[NH2:7][C:6]1[C:5]2[C:4](=[CH:3][C:2]([Cl:1])=[CH:9][CH:8]=2)[NH:12][N:11]=1. Procedure details: A mixture of 10.0 g. of 4-chloro-2-iodobenzonitrile, 5 ml. of 95% hydrazine and 50 ml. of ethanol is allowed to stand for 24 hours at 50° C. Working up as in Example 1 gives 3-amino-6-chloroindazole. Starting materials: CC(=O)OC(C)=O, CO, O=[N+]([O-])c1cc(C(F)(F)F)ccc1O. Product: CC(=O)Nc1cc(C(F)(F)F)ccc1O. As a reaction SMILES: [CH3:15][C:16](=[O:17])[O:18][C:19](=[O:20])[CH3:21].[CH3:22][OH:23].[N+:1]([O-:2])(=[O:3])[c:4]1[c:5]([OH:14])[cH:6][cH:7][c:8]([C:10]([F:11])([F:12])[F:13])[cH:9]1>>[NH:1]([c:4]1[c:5]([OH:14])[cH:6][cH:7][c:8]([C:10]([F:11])([F:12])[F:13])[cH:9]1)[C:16]([CH3:15])=[O:17].